This data is from the Open Reaction Database (ORD), a public repository of structured organic reaction records. The task is: describe an organic reaction: reactants, conditions, products, and yield The reactants are CS(=O)(=O)[Li] (lithio methyl sulfone), CS(=O)(=O)C (methyl sulfone), C(C1=CC=CC=C1)OC(=O)NC1CC(C2=CC=CC=C2C1)=O (3-benzyloxycarbonylamino-1-oxo-1,2,3,4-tetrahydronaphthalene). Solvent: O1CCCC1 (tetrahydrofuran). Run at temperature -78 celsius, time 30 minute. Product: C(C1=CC=CC=C1)OC(=O)NC1CC(C2=CC=CC=C2C1)(CS(=O)(=O)C)O (3-Benzyloxycarbonylamino-1-hydroxy-1-methanesulfonylmethyl-1,2,3,4-tetrahydronaphthalene). RXN SMILES: [CH2:1]([O:8][C:9]([NH:11][CH:12]1[CH2:21][C:20]2[C:15](=[CH:16][CH:17]=[CH:18][CH:19]=2)[C:14](=[O:22])[CH2:13]1)=[O:10])[C:2]1[CH:7]=[CH:6][CH:5]=[CH:4][CH:3]=1.CS([Li])(=O)=O.[CH3:28][S:29]([CH3:32])(=[O:31])=[O:30]>O1CCCC1>[CH2:1]([O:8][C:9]([NH:11][CH:12]1[CH2:21][C:20]2[C:15](=[CH:16][CH:17]=[CH:18][CH:19]=2)[C:14]([OH:22])([CH2:28][S:29]([CH3:32])(=[O:31])=[O:30])[CH2:13]1)=[O:10])[C:2]1[CH:7]=[CH:6][CH:5]=[CH:4][CH:3]=1. Procedure details: To a solution of methyl sulfone (64 mg) in tetrahydrofuran (4 mL) stirring at −78° C. under nitrogen was slowly added lithium hexamethyldisilazide (1.0 M tetrahydrofuran solution, 0.67 mL). The resulting mixture was stirred for 1 h to form lithio methyl sulfone, and then a solution of 3-benzyloxycarbonylamino-1-oxo-1,2,3,4-tetrahydronaphthalene (40 mg) in tetrahydrofuran (0.4 mL) was added. Upon completion of addition, the resulting mixture was stirred for 30 min at −78° C. After this time, the ...